Dataset: the Open Reaction Database (ORD), a public repository of structured organic reaction records. Task: describe an organic reaction: reactants, conditions, products, and yield Reactants: C(C1=CC=CC=C1)OC1=C(C=CC(=C1)C(CCCCCC)(C)C)[C@H]1C[C@H](CCC1)O (cis-3-[2-benzyloxy-4-(1,1-dimethylheptyl)phenyl]cyclohexanol), [H][H] (hydrogen), C([O-])(O)=O.[Na+] (sodium bicarbonate). The reagents and catalysts are [Pd] (palladium on carbon). Product: CC(CCCCCC)(C)C1=CC(=C(C=C1)[C@H]1C[C@H](CCC1)O)O (cis-3-[4-(1,1-dimethylheptyl) 2-hydroxyphenyl]cyclohexanol). Isolated yield 77.0%. RXN SMILES: C([O:8][C:9]1[CH:14]=[C:13]([C:15]([CH3:23])([CH3:22])[CH2:16][CH2:17][CH2:18][CH2:19][CH2:20][CH3:21])[CH:12]=[CH:11][C:10]=1[C@@H:24]1[CH2:29][CH2:28][CH2:27][C@H:26]([OH:30])[CH2:25]1)C1C=CC=CC=1.C(=O)(O)[O-].[Na+].[H][H]>[Pd]>[CH3:23][C:15]([C:13]1[CH:12]=[CH:11][C:10]([C@@H:24]2[CH2:29][CH2:28][CH2:27][C@H:26]([OH:30])[CH2:25]2)=[C:9]([OH:8])[CH:14]=1)([CH3:22])[CH2:16][CH2:17][CH2:18][CH2:19][CH2:20][CH3:21] |f:1.2|. Procedure details: A mixture of 22.0 g. (0.0539 mol.) of cis-3-[2-benzyloxy-4-(1,1-dimethylheptyl)phenyl]cyclohexanol, 12.0 g. of sodium bicarbonate and 2.0 g. of 10% palladium on carbon was stirred under one atmosphere of hydrogen for 2 hours. The reaction mixture was filtered through diatomaceous earth with ethyl acetate and the filtrate evaporated to a solid. The solid was recrystallized from hexane to yield 13.2 g. (77%) of the title product, m.p. 109°-110° C. Starting materials: C1CCOC1, CC(C)(C)[O-], COC(=O)C1CCC(C2CCC(C3CCC(CCC=O)CC3)CC2)CC1, C[P+](c1ccccc1)(c1ccccc1)c1ccccc1, [I-], [K+], O. The product is C=CCCC1CCC(C2CCC(C3CCC(C(=O)OC)CC3)CC2)CC1. RXN SMILES: [CH2:55]1[O:56][CH2:57][CH2:58][CH2:59]1.[CH3:22][C:23]([CH3:24])([O-:25])[CH3:26].[CH3:28][O:29][C:30](=[O:31])[CH:32]1[CH2:33][CH2:34][CH:35]([CH:38]2[CH2:39][CH2:40][CH:41]([CH:44]3[CH2:45][CH2:46][CH:47]([CH2:50][CH2:51][CH:52]=[O:53])[CH2:48][CH2:49]3)[CH2:42][CH2:43]2)[CH2:36][CH2:37]1.[CH3:2][P+:3]([c:4]1[cH:5][cH:6][cH:7][cH:8][cH:9]1)([c:10]1[cH:11][cH:12][cH:13][cH:14][cH:15]1)[c:16]1[cH:17][cH:18][cH:19][cH:20][cH:21]1.[I-:1].[K+:27].[OH2:54]>>[CH2:2]=[CH:52][CH2:51][CH2:50][CH:47]1[CH2:46][CH2:45][CH:44]([CH:41]2[CH2:40][CH2:39][CH:38]([CH:35]3[CH2:34][CH2:33][CH:32]([C:30]([O:29][CH3:28])=[O:31])[CH2:37][CH2:36]3)[CH2:43][CH2:42]2)[CH2:49][CH2:48]1. Reactants: CCCC[N+](CCCC)(CCCC)CCCC, [O-]Cl, Clc1ccccc1, OC(c1ccc(OCC(F)(F)F)nc1)C(F)(F)F, [Na+], O, O=S(=O)([O-])O. Product: O=C(c1ccc(OCC(F)(F)F)nc1)C(F)(F)F. As a reaction SMILES: [CH2:28]([N+:29]([CH2:30][CH2:31][CH2:32][CH3:33])([CH2:34][CH2:35][CH2:36][CH3:37])[CH2:38][CH2:39][CH2:40][CH3:41])[CH2:42][CH2:43][CH3:44].[Cl:19][O-:20].[Cl:45][c:46]1[cH:47][cH:48][cH:49][cH:50][cH:51]1.[F:1][C:2]([CH2:3][O:4][c:5]1[n:6][cH:7][c:8]([CH:11]([C:12]([F:13])([F:14])[F:15])[OH:16])[cH:9][cH:10]1)([F:17])[F:18].[Na+:21].[OH2:22].[S:23]([O-:24])([OH:25])(=[O:26])=[O:27]>>[F:1][C:2]([CH2:3][O:4][c:5]1[n:6][cH:7][c:8]([C:11]([C:12]([F:13])([F:14])[F:15])=[O:16])[cH:9][cH:10]1)([F:17])[F:18]. The reactants are Cc1cc(Br)sn1, C1CCOC1, CC(C)[Mg+], [Cl-], [Cl-], [Cl-], Clc1ccc(Cl)nn1, [Zn+2]. Yields the product Cc1cc(-c2ccc(Cl)nn2)sn1. Reaction SMILES: [Br:1][c:2]1[cH:3][c:4]([CH3:7])[n:5][s:6]1.[CH2:21]1[O:22][CH2:23][CH2:24][CH2:25]1.[CH:9]([Mg+:10])([CH3:11])[CH3:12].[Cl-:26].[Cl-:27].[Cl-:8].[Cl:13][c:14]1[n:15][n:16][c:17]([Cl:20])[cH:18][cH:19]1.[Zn+2:28]>>[c:2]1(-[c:17]2[n:16][n:15][c:14]([Cl:13])[cH:19][cH:18]2)[cH:3][c:4]([CH3:7])[n:5][s:6]1.